Dataset: the Open Reaction Database (ORD), a public repository of structured organic reaction records. Task: describe an organic reaction: reactants, conditions, products, and yield The reactants are FC(C1=NC=2CCC(CC2C=C1)C(=O)OCC)(F)F (ethyl 2-(trifluoromethyl)-5,6,7,8-tetrahydroquinoline-6-carboxylate), [OH-].[Na+] (sodium hydroxide). Run in CO (methanol). Yields the product FC(C1=NC=2CCC(CC2C=C1)C(=O)O)(F)F (2-(Trifluoromethyl)-5,6,7,8-tetrahydroquinoline-6-carboxylic acid). Yield: 77.7%. As a reaction SMILES: [F:1][C:2]([F:19])([F:18])[C:3]1[CH:12]=[CH:11][C:10]2[CH2:9][CH:8]([C:13]([O:15]CC)=[O:14])[CH2:7][CH2:6][C:5]=2[N:4]=1.[OH-].[Na+]>CO>[F:19][C:2]([F:1])([F:18])[C:3]1[CH:12]=[CH:11][C:10]2[CH2:9][CH:8]([C:13]([OH:15])=[O:14])[CH2:7][CH2:6][C:5]=2[N:4]=1 |f:1.2|. Procedure details: A mixture of ethyl 2-(trifluoromethyl)-5,6,7,8-tetrahydroquinoline-6-carboxylate (0.47 g, 1.7 mmol), 1 M aqueous sodium hydroxide (3.4 mL, 3.4 mmol, 2 equiv.) and methanol (10 mL), was heated at reflux for 16 h. The mixture was concentrated to remove MeOH, diluted with 1M aqueous NaH2PO4 (15 mL) and buffered to pH 3 with 1M H3PO4, depositing a voluminous precipitate. The mixture was extracted with DCM (3×30 mL), and the combined organic layers were dried (Na2SO4), filtered and concentrated. The ...